This data is from the Open Reaction Database (ORD), a public repository of structured organic reaction records. The task is: describe an organic reaction: reactants, conditions, products, and yield RXN SMILES: C(NC(C1C([N+]([O-])=O)=CC(OCCCC(O)=O)=C(OC)C=1)C)(OCC1C2C(=CC=CC=2)C2C1=CC=CC=2)=O.C(Cl)CCl.C1C=CC2N(O)N=NC=2C=1.C1C=C2C(C(O)(O)C(=O)C2=CC=1)=O.[CH2:66]([CH:69]1[CH:95]=[C:94]([CH3:96])[CH2:93][CH:92]([CH3:97])[CH2:91][CH:90]([O:98][CH3:99])[CH:89]2[O:100][C:85]([OH:104])([CH:86]([CH3:103])[CH2:87][CH:88]2[O:101][CH3:102])[C:84](=[O:105])[C:83](=[O:106])[N:82]2[CH:77]([CH2:78][CH2:79][CH2:80][CH2:81]2)[C:76](=[O:107])[O:75][CH:74]([C:108]([CH3:130])=[CH:109][CH:110]2[CH2:115][CH2:114][CH:113]([O:116]C(=O)CCCCCCC(O)=O)[CH:112]([O:128][CH3:129])[CH2:111]2)[CH:73]([CH3:131])[CH:72]([OH:132])[CH2:71][C:70]1=[O:133])[CH:67]=[CH2:68]>CN(C=O)C>[CH3:97][C@H:92]1[CH2:93][C:94]([CH3:96])=[CH:95][C@@H:69]([CH2:66][CH:67]=[CH2:68])[C:70](=[O:133])[CH2:71][C@H:72]([OH:132])[C@@H:73]([CH3:131])[C@@H:74](/[C:108](/[CH3:130])=[CH:109]/[C@H:110]2[CH2:111][C@@H:112]([O:128][CH3:129])[C@H:113]([OH:116])[CH2:114][CH2:115]2)[O:75][C:76](=[O:107])[C@H:77]2[N:82]([CH2:81][CH2:80][CH2:79][CH2:78]2)[C:83](=[O:106])[C:84](=[O:105])[C@:85]2([OH:104])[O:100][C@@H:89]([C@@H:88]([O:101][CH3:102])[CH2:87][C@H:86]2[CH3:103])[C@@H:90]([O:98][CH3:99])[CH2:91]1. The solvent is CN(C)C=O (DMF), CN(C)C=O (DMF). Starting materials: C1=CC=C2C(=C1)C(=O)C(C2=O)(O)O (ninhydrin), C(=O)(OCC1C2=CC=CC=C2C2=CC=CC=C12)NC(C)C1=CC(=C(OCCCC(=O)O)C=C1[N+](=O)[O-])OC (4-{4-[1-(Fmoc-amino)-ethyl]-2-methoxy-5-nitrophenoxy}butyric acid), C(CCl)Cl (EDC), C=1C=CC2=C(C1)N=NN2O (HOBt), C1=CC=C2C(=C1)C(=O)C(C2=O)(O)O (ninhydrin), C(C=C)C1C(CC(C(C(OC(C2CCCCN2C(C(C2(C(CC(C(C(CC(CC(=C1)C)C)OC)O2)OC)C)O)=O)=O)=O)C(=CC2CC(C(CC2)OC(CCCCCCC(=O)O)=O)OC)C)C)O)=O (17-allyl-1,14-dihydroxy-12-{2-[4-(7-carboxy-heptanoyl-oxy)-3-methoxy-cyclohexyl]-1-methyl-vinyl}-23,25-dimethoxy-13,19,21,27-tetramethyl-11,28-dioxa-4-aza-tricyclo[22.3.1.04,9]octacos-18-ene-2,3,10,16-tetraone), C(CCl)Cl (EDC), C=1C=CC2=C(C1)N=NN2O (HOBt). Procedure: A mixture of a photocleavable linker (4-{4-[1-(Fmoc-amino)-ethyl]-2-methoxy-5-nitrophenoxy}butyric acid, Fluka) (124 mg, 0.24 mmol), TOYOPEARL resin (TSKgel AF-amino, 600 μl, free amino group (available amino group) was 0.06 mmol), EDC (44 mg, 0.28 mmol), HOBt (39 mg, 0.28 mmol) and DMF (6 ml) was stirred at room temperature for 15 hr. The reaction end point was confirmed by the incapability of visual observation of residual amino group in the ninhydrin reaction. The reaction rate at that time w... Yields the product C[C@@H]1C[C@@H]([C@@H]2[C@H](C[C@H]([C@@](O2)(C(=O)C(=O)N3CCCC[C@H]3C(=O)O[C@@H]([C@@H]([C@H](CC(=O)[C@@H](/C=C(/C1)\C)CC=C)O)C)/C(=C/[C@@H]4CC[C@H]([C@@H](C4)OC)O)/C)O)C)OC)OC (FK506). Reaction conditions: time 15 hour. Isolated yield 73.4%. Reagents/catalysts: [Pd] (palladium on charcoal). Procedure details: (5-Fluoro-2-nitrophenyl)pyrimidin-2-yl-amine (336 mg, 1.43 mmol) in IMS (25.0 ml) was added to palladium on charcoal (10 wt %, 35.0 mg) and stirred under a hydrogen atmosphere overnight. The mixture was filtered through Celite® and the filtrate concentrated in vacuo. The product was purified by chromatography (SiO2, 0-10% methanol/DCM) to yield the title compound (215 mg, 1.05 mmol, 74%). 1H NMR (MeOD, 400 MHz): δ 8.37 (2H, d, J=4.9 Hz), 7.29 (1H, dd, J 10.4, 2.9 Hz), 6.84 (1H, dd, J 8.8, 5.6 Hz... RXN SMILES: [F:1][C:2]1[CH:3]=[CH:4][C:5]([N+:15]([O-])=O)=[C:6]([NH:8][C:9]2[N:14]=[CH:13][CH:12]=[CH:11][N:10]=2)[CH:7]=1>[Pd]>[F:1][C:2]1[CH:7]=[C:6]([NH:8][C:9]2[N:10]=[CH:11][CH:12]=[CH:13][N:14]=2)[C:5]([NH2:15])=[CH:4][CH:3]=1. Yields the product FC=1C=C(C(=CC1)N)NC1=NC=CC=N1 (4-Fluoro-N2-pyrimidin-2-yl-benzene-1,2-diamine). The solvent is IMS. Run at time 8 hour. Reactants: FC=1C=CC(=C(C1)NC1=NC=CC=N1)[N+](=O)[O-] ((5-Fluoro-2-nitrophenyl)pyrimidin-2-yl-amine).